describe an organic reaction: reactants, conditions, products, and yield From a dataset of the Open Reaction Database (ORD), a public repository of structured organic reaction records. The reactants are N(=[N+]=[N-])C[C@H](CC1=CC=CC=C1)NC(OC(C)(C)C)=O (tert-butyl (S)-3-azido-1-phenylpropan-2-ylcarbamate), O1CCOCC1 (dioxane). Solvent: C(Cl)Cl (CH2Cl2), Cl (HCl). Reaction conditions: time 2 hour. Product: N(=[N+]=[N-])C[C@H](CC1=CC=CC=C1)N ((S)-1-azido-3-phenylpropan-2-amine). The yield is 128.1%. As a reaction SMILES: [N:1]([CH2:4][C@@H:5]([NH:13]C(=O)OC(C)(C)C)[CH2:6][C:7]1[CH:12]=[CH:11][CH:10]=[CH:9][CH:8]=1)=[N+:2]=[N-:3].O1CCOCC1>Cl.C(Cl)Cl>[N:1]([CH2:4][C@@H:5]([NH2:13])[CH2:6][C:7]1[CH:12]=[CH:11][CH:10]=[CH:9][CH:8]=1)=[N+:2]=[N-:3]. Procedure: A solution of tert-butyl (S)-3-azido-1-phenylpropan-2-ylcarbamate (1.0045 g, 3.6 mmol) was dissolved in 4 M HCl in dioxane (20 mL, 80 mmol) and stirred at rt for 2 h. The solvent was stripped. The residue was taken up in CH2Cl2 (50 mL) and 1 N aq NaOH (10 mL), extracted with CH2Cl2 (3×10 mL), washed with brine (3×5 mL), dried (Na2SO4), decanted, and stripped to afford (S)-1-azido-3-phenylpropan-2-amine (812.9 mg, quant, 80% purity) as a clear oil. MS ESI +ve m/z 177 (M+1).